From a dataset of the Open Reaction Database (ORD), a public repository of structured organic reaction records. describe an organic reaction: reactants, conditions, products, and yield RXN SMILES: [CH3:1][O:2][C:3](=[O:4])[C:5]1=[C:6]([Na:10])[CH2:7][CH:8]=[CH:9]1.[Cl:11][C:12](=[O:13])[O:14][CH3:15].[O:16]1[CH2:17][CH2:18][CH2:19][CH2:20]1>>[CH3:1][O:2][C:3](=[O:4])[C:5]1=[C:6]([Na:10])[CH2:7][CH:8]=[C:9]1[C:12](=[O:13])[O:14][CH3:15]. Reactants: COC(=O)C1=C([Na])CC=C1, COC(=O)Cl, C1CCOC1. The product is COC(=O)C1=CCC([Na])=C1C(=O)OC. Reactants: NCC=1C=CC(=C(C1)C=1NC(N(N1)C1=CC(=CC=C1)C(F)(F)F)=O)Cl (5-(5-(aminomethyl)-2-chlorophenyl)-2-(3-(trifluoromethyl)phenyl)-2H-1,2,4-triazol-3(4H)-one), C(C(C)(C)C)(=O)Cl (pivaloyl chloride), TEA. The solvent is C1CCOC1 (THF). Product: ClC1=C(C=C(CNC(C(C)(C)C)=O)C=C1)C1=NN(C(N1)=O)C1=CC(=CC=C1)C(F)(F)F (N-(4-Chloro-3-(1-(3-(trifluoromethyl)phenyl)-4,5-dihydro-5-oxo-1H-1,2,4-triazol-3-yl)benzyl)pivalamide). As a reaction SMILES: [NH2:1][CH2:2][C:3]1[CH:4]=[CH:5][C:6]([Cl:25])=[C:7]([C:9]2[NH:10][C:11](=[O:24])[N:12]([C:14]3[CH:19]=[CH:18][CH:17]=[C:16]([C:20]([F:23])([F:22])[F:21])[CH:15]=3)[N:13]=2)[CH:8]=1.[C:26](Cl)(=[O:31])[C:27]([CH3:30])([CH3:29])[CH3:28]>C1COCC1>[Cl:25][C:6]1[CH:5]=[CH:4][C:3]([CH2:2][NH:1][C:26](=[O:31])[C:27]([CH3:30])([CH3:29])[CH3:28])=[CH:8][C:7]=1[C:9]1[NH:10][C:11](=[O:24])[N:12]([C:14]2[CH:19]=[CH:18][CH:17]=[C:16]([C:20]([F:22])([F:23])[F:21])[CH:15]=2)[N:13]=1. Procedure: The title compound was prepared according to the procedure described in Example-108 by using 5-(5-(aminomethyl)-2-chlorophenyl)-2-(3-(trifluoromethyl)phenyl)-2H-1,2,4-triazol-3(4H)-one (Intermediate-96, 0.250 g, 0.678 mmol), pivaloyl chloride (0.3 mL), TEA (2.0 mL), and dry THF (5 mL) to afford 0.150 g of the desired product. 1H NMR (300 MHz, DMSO d6): δ 1.13 (s, 9H), 4.30 (d, J=6.0 Hz, 2H), 7.41-7.43 (m, 1H), 7.59-7.62 (m, 3H), 7.71-7.76 (m, 1H), 8.19-8.29 (m, 3H), 12.68 (s, 1H); MS (m/z): 453....